Dataset: the Open Reaction Database (ORD), a public repository of structured organic reaction records. Task: describe an organic reaction: reactants, conditions, products, and yield Reactants: ClC1=C(C=C2C(C(=CN(C2=C1)C1=CC=C(C=C1)C#N)C(=O)O)=O)F (7-chloro-1-p-cyanophenyl-6-fluoro-1,4-dihydro-4-oxo-quinoline-3-carboxylic acid), ClC=1N(C2=CC=C(C=C2C(C1C(=O)O)=O)F)C1=CC=C(C=C1)F (chloro-1-p-fluoro-phenyl-6-fluoro-1,4-dihydro-4-oxo-quinoline-3-carboxylic acid), product, N1CCSCC1 (thiomorpholine). Solvent: CN1C(CCC1)=O (1-methyl-2-pyrrolidinone). Run at temperature 115 celsius, time 20 hour. The product is C(#N)C1=CC=C(C=C1)N1C=C(C(C2=CC(=C(C=C12)N1CCNCC1)F)=O)C(=O)O (1-p-cyanophenyl-6-fluoro-1,4-dihydro-4-oxo-7-(1-piperazinyl)-quinoline-3-carboxylic acid). Isolated yield 62.0%. Reaction SMILES: Cl[C:2]1[CH:11]=[C:10]2[C:5]([C:6](=[O:23])[C:7]([C:20]([OH:22])=[O:21])=[CH:8][N:9]2[C:12]2[CH:17]=[CH:16][C:15]([C:18]#[N:19])=[CH:14][CH:13]=2)=[CH:4][C:3]=1[F:24].ClC1[N:27]([C:41]2[CH:46]=CC(F)=CC=2)[C:28]2C(C(=O)C=1C(O)=O)=CC(F)=C[CH:29]=2.[NH:48]1CCSCC1>CN1CCCC1=O>[C:18]([C:15]1[CH:14]=[CH:13][C:12]([N:9]2[C:10]3[C:5](=[CH:4][C:3]([F:24])=[C:2]([N:48]4[CH2:46][CH2:41][NH:27][CH2:28][CH2:29]4)[CH:11]=3)[C:6](=[O:23])[C:7]([C:20]([OH:22])=[O:21])=[CH:8]2)=[CH:17][CH:16]=1)#[N:19]. Procedure details: To a solution of 3.36 g of 7 chloro-1-p-fluoro-phenyl-6-fluoro-1,4-dihydro-4-oxo-quinoline-3-carboxylic acid (the product of Example 4(b)) in 35 ml of 1-methyl-2-pyrrolidinone at 115° C. is added 4.13 g of thiomorpholine. After stirring at 115° C. for 20 hours, the solvent is removed by reduced pressure to dryness. Methanol is added to the residue and the resulting mixture is filtered and washed with ethylacetate and then washed with water. The solid is dried, yielding 2.51 g 1-p-fluorophenyl-6-...